From a dataset of the Open Reaction Database (ORD), a public repository of structured organic reaction records. describe an organic reaction: reactants, conditions, products, and yield Reactants: IC=1C=C(C(=CC1)OC)OC (4-iodoveratrol), [O-]C1=CC=CC=C1.[Na+] (sodium phenoxide). The reagents and catalysts are [Cu] (copper). The product is COC=1C(OC)=CC(=CC1)OC1=CC=CC=C1 (4-phenoxycatechol dimethyl ether). Reaction SMILES: I[C:2]1[CH:3]=[C:4]([O:10][CH3:11])[C:5]([O:8][CH3:9])=[CH:6][CH:7]=1.[O-:12][C:13]1[CH:18]=[CH:17][CH:16]=[CH:15][CH:14]=1.[Na+]>[Cu]>[CH3:9][O:8][C:5]1[C:4](=[CH:3][C:2]([O:12][C:13]2[CH:18]=[CH:17][CH:16]=[CH:15][CH:14]=2)=[CH:7][CH:6]=1)[O:10][CH3:11] |f:1.2|. Procedure details: R = 4-phenoxy. Heating a mixture of 4-iodoveratrol (Janssen et al., J. Org. Chem. 20, 1326 (1955)), sodium phenoxide and a catalytic amount of copper powder at about 200° C. for about 4 hours, then pouring the mixture over ice, extracting the mixture with an organic solvent such as ether, drying the extract, stripping the solvent and distilling the residue to give 4-phenoxycatechol dimethyl ether. Treating this product with an anhydrous aluminum chloride/sodium chloride melt (Janssen et al., sup... The reactants are [Al+3], CC(=O)NCCCN1CCC(=C(c2ccccc2)c2ccccc2)CC1, [H-], [H-], [H-], [H-], [Li+], [Na+], [Na+], C1CCOC1, O, O, O, O, O, O, O, O, O, O, O=S(=O)([O-])[O-]. Product: CCNCCCN1CCC(=C(c2ccccc2)c2ccccc2)CC1. Reaction SMILES: [Al+3:28].[C:1]([CH3:2])(=[O:3])[NH:4][CH2:5][CH2:6][CH2:7][N:8]1[CH2:9][CH2:10][C:11](=[C:14]([c:15]2[cH:16][cH:17][cH:18][cH:19][cH:20]2)[c:21]2[cH:22][cH:23][cH:24][cH:25][cH:26]2)[CH2:12][CH2:13]1.[H-:27].[H-:30].[H-:31].[H-:32].[Li+:29].[Na+:48].[Na+:49].[O:50]1[CH2:51][CH2:52][CH2:53][CH2:54]1.[OH2:33].[OH2:34].[OH2:35].[OH2:36].[OH2:37].[OH2:38].[OH2:39].[OH2:40].[OH2:41].[OH2:42].[S:43]([O-:44])([O-:45])(=[O:46])=[O:47]>>[CH2:1]([CH3:2])[NH:4][CH2:5][CH2:6][CH2:7][N:8]1[CH2:9][CH2:10][C:11](=[C:14]([c:15]2[cH:16][cH:17][cH:18][cH:19][cH:20]2)[c:21]2[cH:22][cH:23][cH:24][cH:25][cH:26]2)[CH2:12][CH2:13]1. Starting materials: FC1=CC=C(C=C1)C=1SC=CC1C1=CC=C(C=C1)S(=O)(=O)C (2-(4-Fluorophenyl)-3-[4-(methylsulfonyl)phenyl]thiophene), ClS(=O)(=O)O (chlorosulfonic acid), CN (methylamine). Solvent: O1CCCC1 (tetrahydrofuran). Reaction conditions: time 1 hour. Product: CNS(=O)(=O)C=1SC(=C(C1)C1=CC=C(C=C1)S(=O)(=O)C)C1=CC=C(C=C1)F (N-methyl-5-(4-fluorophenyl)-4-[4-(methylsulfonyl)phenyl]thiophene-2-sulfonamide). RXN SMILES: [F:1][C:2]1[CH:7]=[CH:6][C:5]([C:8]2[S:9][CH:10]=[CH:11][C:12]=2[C:13]2[CH:18]=[CH:17][C:16]([S:19]([CH3:22])(=[O:21])=[O:20])=[CH:15][CH:14]=2)=[CH:4][CH:3]=1.Cl[S:24]([OH:27])(=O)=[O:25].[CH3:28][NH2:29]>O1CCCC1>[CH3:28][NH:29][S:24]([C:10]1[S:9][C:8]([C:5]2[CH:4]=[CH:3][C:2]([F:1])=[CH:7][CH:6]=2)=[C:12]([C:13]2[CH:18]=[CH:17][C:16]([S:19]([CH3:22])(=[O:21])=[O:20])=[CH:15][CH:14]=2)[CH:11]=1)(=[O:27])=[O:25]. Procedure: 2-(4-Fluorophenyl)-3-[4-(methylsulfonyl)phenyl]thiophene (1.1 g) was added portionwise to chlorosulfonic acid (1 ml), and the mixture was stirred at ambient temperature for 1 hour. The mixture was added to a mixture of 25% methylamine aqueous solution (20 ml) and tetrahydrofuran (20 ml), and stirred at 0° C. for 1 hour. The reaction mixture was extracted with ethyl acetate, and the extract was washed with water, dried and concentrated. The oily residue (2.4 g) was purified by column chromatograp...